This data is from the Open Reaction Database (ORD), a public repository of structured organic reaction records. The task is: describe an organic reaction: reactants, conditions, products, and yield The reactants are CNC1=NC=2CCC(CC2C=N1)N(CCC)CCC ((±)-2-methylamino-6-di-n-propylamino-5,6,7,8-tetrahydroquinazoline), C(CC)N(CCC)C1C(CCCC1)=O (di-n-propyaminocyclohexanone), CN(C)C (dimethylamino methane), CN(C)C(N(C)C)N(C)C.Cl.CNC(=N)N (N-methylguanidine hydrochloride tris-(dimethylamino)methane). Product: C(CC)N(C1CCC(CC1)=O)CCC (4-di-n-propylaminocyclohexanone), brown oil. As a reaction SMILES: CNC1N=C[C:10]2[CH2:9][CH:8]([N:13]([CH2:17][CH2:18][CH3:19])[CH2:14][CH2:15][CH3:16])[CH2:7][CH2:6][C:5]=2N=1.C(N(C1CCCCC1=[O:33])CCC)CC.CN(C)C.CN(C(N(C)C)N(C)C)C.Cl.CNC(N)=N>>[CH2:14]([N:13]([CH2:17][CH2:18][CH3:19])[CH:8]1[CH2:7][CH2:6][C:5](=[O:33])[CH2:10][CH2:9]1)[CH2:15][CH3:16] |f:3.4.5|. Procedure details: Following the above procedure (±)-2-methylamino-6-di-n-propylamino-5,6,7,8-tetrahydroquinazoline was prepared from di-n-propyaminocyclohexanone by reaction with tris-(dimethylamino methane and N-methylguanidine hydrochloride tris-(dimethylamino)methane. Five hundred mg of starting 4-di-n-propylaminocyclohexanone gave 306 mg of a brown oil comprising the free base which was converted to the dihydrochloride salt and purified by dissolution in DMF and the DMF solution added to ether. Crystalline (±... Reaction SMILES: [C:47](=[O:48])([O-:49])[O-:50].[CH2:60]1[O:61][CH2:62][CH2:63][CH2:64]1.[CH3:1][O:2][C:3](=[O:4])[c:5]1[cH:6][cH:7][c:8]2[c:9]([s:10][c:11](-[c:30]3[cH:31][cH:32][c:33]([OH:36])[cH:34][cH:35]3)[c:12]2[C:13]([c:14]2[cH:15][cH:16][c:17]([O:20][CH2:21][CH2:22][N:23]3[CH2:24][CH2:25][CH2:26][CH2:27][CH2:28]3)[cH:18][cH:19]2)=[O:29])[cH:37]1.[Cl-:54].[Cl:39][CH2:40][CH2:41][N:42]1[CH2:43][CH2:44][CH2:45][CH2:46]1.[ClH:38].[Cs+:51].[Cs+:52].[Na+:53].[O:55]=[CH:56][N:57]([CH3:58])[CH3:59].[OH2:65]>>[CH3:1][O:2][C:3](=[O:4])[c:5]1[cH:6][cH:7][c:8]2[c:9]([s:10][c:11](-[c:30]3[cH:31][cH:32][c:33]([O:36][CH2:40][CH2:41][N:42]4[CH2:43][CH2:44][CH2:45][CH2:46]4)[cH:34][cH:35]3)[c:12]2[C:13]([c:14]2[cH:15][cH:16][c:17]([O:20][CH2:21][CH2:22][N:23]3[CH2:24][CH2:25][CH2:26][CH2:27][CH2:28]3)[cH:18][cH:19]2)=[O:29])[cH:37]1. The reactants are O=C([O-])[O-], C1CCOC1, COC(=O)c1ccc2c(C(=O)c3ccc(OCCN4CCCCC4)cc3)c(-c3ccc(O)cc3)sc2c1, [Cl-], ClCCN1CCCC1, Cl, [Cs+], [Cs+], [Na+], CN(C)C=O, O. Product: COC(=O)c1ccc2c(C(=O)c3ccc(OCCN4CCCCC4)cc3)c(-c3ccc(OCCN4CCCC4)cc3)sc2c1.